From a dataset of the Open Reaction Database (ORD), a public repository of structured organic reaction records. describe an organic reaction: reactants, conditions, products, and yield The reactants are COC([C@H]1N(CCC1)C(=O)OC(C)(C)C)=O (N-t-butoxycarbonyl-L-proline methyl ester), N1=C(C=CC=C1C)C (2,6-lutidine), [Si](C)(C)(C(C)(C)C)OS(=O)(=O)C(F)(F)F (t-butyldimethylsilyltrifluoromethane sulfonate), [Cl-].[NH4+] (ammonium chloride). Solvent: C(Cl)Cl (methylene chloride). Reaction conditions: time 15 minute. The product is COC([C@H]1N(CCC1)C(=O)O[Si](C)(C)C(C)(C)C)=O (N-(t-Butyldimethylsilyloxycarbonyl)-proline methyl ester). Reaction SMILES: [CH3:1][O:2][C:3](=[O:16])[C@@H:4]1[CH2:8][CH2:7][CH2:6][N:5]1[C:9]([O:11]C(C)(C)C)=[O:10].N1C(C)=CC=CC=1C.[Si:25](OS(C(F)(F)F)(=O)=O)([C:28]([CH3:31])([CH3:30])[CH3:29])([CH3:27])[CH3:26].[Cl-].[NH4+]>C(Cl)Cl>[CH3:1][O:2][C:3](=[O:16])[C@@H:4]1[CH2:8][CH2:7][CH2:6][N:5]1[C:9]([O:11][Si:25]([C:28]([CH3:31])([CH3:30])[CH3:29])([CH3:27])[CH3:26])=[O:10] |f:3.4|. Procedure: To a methylene chloride solution (1 ml) of N-t-butoxycarbonyl-L-proline methyl ester (114.5 mg, 0.5 mmol) and 2,6-lutidine (0.116 ml, 1.0 mmol), t-butyldimethylsilyltrifluoromethane sulfonate (TBDMSOTf) (0.172 ml, 0.75 mmol) was added dropwise at room temperature in a nitrogen atmosphere. After the mixture was stirred for 15 minutes, a saturated aqueous solution of ammonium chloride (2 ml) was added to quench the reaction and extraction with ether was conducted. The organic layer was dried over ... Starting materials: CS(=O)(=O)O[C@@H]1COCC1 ((S)-tetrahydrofuran-3-yl methanesulfonate), OCC=1C=C(C=CC1)C1=C(C=C(C=C1C)O)C (3′-(hydroxymethyl)-2,6-dimethylbiphenyl-4-ol), C([O-])([O-])=O.[Cs+].[Cs+] (cesium carbonate). Solvent: CN(C=O)C (N,N-dimethylformamide). Conditions: temperature 80 celsius, time 12 hour. Yields the product CC1=C(C(=CC(=C1)O[C@H]1COCC1)C)C1=CC(=CC=C1)CO ((R)-(2′, 6′-dimethyl-4′-((tetrahydrofuran-3-yl)oxy)biphenyl-3-yl)methanol). The yield is 58.0%. As a reaction SMILES: CS([O:5][C@H:6]1[CH2:10][CH2:9][O:8][CH2:7]1)(=O)=O.[OH:11][CH2:12][C:13]1[CH:14]=[C:15]([C:19]2[C:24]([CH3:25])=[CH:23][C:22](O)=[CH:21][C:20]=2[CH3:27])[CH:16]=[CH:17][CH:18]=1.C(=O)([O-])[O-].[Cs+].[Cs+]>CN(C)C=O>[CH3:25][C:24]1[CH:23]=[C:22]([O:5][C@@H:6]2[CH2:10][CH2:9][O:8][CH2:7]2)[CH:21]=[C:20]([CH3:27])[C:19]=1[C:15]1[CH:16]=[CH:17][CH:18]=[C:13]([CH2:12][OH:11])[CH:14]=1 |f:2.3.4|. Procedure: The crude (S)-tetrahydrofuran-3-yl methanesulfonate 2b (522 mg, 3.14 mmol), 3′-(hydroxymethyl)-2,6-dimethylbiphenyl-4-ol (714 mg, 3.13 mmol, prepared by a method disclosed in Chinese patent application CN101616913) and cesium carbonate (3.10 g, 9.39 mmol) were dissolved in 30 mL of N,N-dimethylformamide. The reaction mixture was heated to 80° C. and stirred for 12 hours. The resulting solution was concentrated under reduced pressure and the residue was purified by silica gel column chromatograph... The reactants are CCN(CC)S(F)(F)F, ClCCl, O, Cc1ccc2c(N3CCN(C(=O)C=CC(C)(C)O)CC3)nc(-c3ccccc3O)nc2c1. The product is Cc1ccc2c(N3CCN(C(=O)C=CC(C)(C)F)CC3)nc(-c3ccccc3O)nc2c1. RXN SMILES: [CH2:33]([N:34]([S:35]([F:36])([F:37])[F:39])[CH2:38][CH3:40])[CH3:41].[Cl:42][CH2:43][Cl:44].[OH2:45].[OH:1][C:2]([CH:3]=[CH:4][C:5](=[O:6])[N:7]1[CH2:8][CH2:9][N:10]([c:13]2[n:14][c:15](-[c:24]3[c:25]([OH:30])[cH:26][cH:27][cH:28][cH:29]3)[n:16][c:17]3[cH:18][c:19]([CH3:23])[cH:20][cH:21][c:22]23)[CH2:11][CH2:12]1)([CH3:31])[CH3:32]>>[C:2]([CH:3]=[CH:4][C:5](=[O:6])[N:7]1[CH2:8][CH2:9][N:10]([c:13]2[n:14][c:15](-[c:24]3[c:25]([OH:30])[cH:26][cH:27][cH:28][cH:29]3)[n:16][c:17]3[cH:18][c:19]([CH3:23])[cH:20][cH:21][c:22]23)[CH2:11][CH2:12]1)([CH3:31])([CH3:32])[F:39].